The task is: describe an organic reaction: reactants, conditions, products, and yield. This data is from the Open Reaction Database (ORD), a public repository of structured organic reaction records. Reactants: C1(CC1)CO (cyclopropylmethanol), [H-].[Na+] (sodium hydride), BrC=1C=C(C(=NC1)Cl)Cl (5-bromo-2,3-dichloropyridine). Solvent: C(C)(=O)OCC (ethyl acetate), O (water), CN(C)C=O (DMF). Conditions: time 10 minute. Yields the product BrC=1C=C(C(=NC1)OCC1CC1)Cl (5-bromo-3-chloro-2-(cyclopropylmethoxy)pyridine). Reaction SMILES: [CH:1]1([CH2:4][OH:5])[CH2:3][CH2:2]1.[H-].[Na+].[Br:8][C:9]1[CH:10]=[C:11]([Cl:16])[C:12](Cl)=[N:13][CH:14]=1>CN(C=O)C.C(OCC)(=O)C.O>[Br:8][C:9]1[CH:10]=[C:11]([Cl:16])[C:12]([O:5][CH2:4][CH:1]2[CH2:3][CH2:2]2)=[N:13][CH:14]=1 |f:1.2|. Procedure details: To a solution of cyclopropylmethanol (4.64 mL) in DMF (100 mL) was added sodium hydride (60% oil, 2.29 g), and the mixture was stirred at room temperature for 10 min. To the reaction mixture was added 5-bromo-2,3-dichloropyridine (10.0 g), and the mixture was stirred with heating at 70° C. for 30 min. The reaction mixture was allowed to cool to room temperature, and diluted with ethyl acetate and water, and the organic layer was separated. The organic layer was washed with saturated brine, and d... Reactants: S1C2=C(C=C1)C(CC2)=O (5,6-Dihydro-cyclopenta[b]thiophen-4-one), [H-].[Na+] (NaH), Cl (HCl), C(C)OC(=O)C1=COC=C1 (Furan-3-carboxylic acid ethyl ester). Run in C1CCOC1 (THF), O (water), C(C)(=O)OCC (ethyl acetate). Run at temperature 100 celsius. Yields the product O1C=C(C=C1)C(=O)C1C(C2=C(SC=C2)C1)=O (5-(Furan-3-carbonyl)-5,6-dihydro-cyclopenta[b]thiophen-4-one). Yield: 27.0%. Reaction SMILES: [S:1]1[CH:5]=[CH:4][C:3]2[C:6](=[O:9])[CH2:7][CH2:8][C:2]1=2.[H-].[Na+].C([O:14][C:15]([C:17]1[CH:21]=[CH:20][O:19][CH:18]=1)=O)C.Cl>C1COCC1.C(OCC)(=O)C.O>[O:19]1[CH:20]=[CH:21][C:17]([C:15]([CH:7]2[CH2:8][C:2]3[S:1][CH:5]=[CH:4][C:3]=3[C:6]2=[O:9])=[O:14])=[CH:18]1 |f:1.2|. Reported procedure: 5,6-Dihydro-cyclopenta[b]thiophen-4-one in 40 mL of THF was treated with NaH (60 percent, 0.8 g, 36.25 mmol). After the addition of Furan-3-carboxylic acid ethyl ester, the reaction mixture was heated at 100° C. for 8 hr. The solution was cooled to room temperature and poured into water. The resulting mixture was acidified with concentrated HCl and was added with ethyl acetate (70 mL). The organic layer was collected, brined, dried over MgSO4(s), and concentrated under reduced pressure. The resu...